This data is from the Open Reaction Database (ORD), a public repository of structured organic reaction records. The task is: describe an organic reaction: reactants, conditions, products, and yield Reactants: CS(=O)(=O)c1cccc(C(=O)O)c1, CC(CC(O)C(N)Cc1ccccc1)C(=O)NCCC(C)(C)C, ClCCl, ClCCl, CN(C)C=O, CN(C)C=O, On1nnc2ccccc21. Yields the product CC(CC(O)C(Cc1ccccc1)NC(=O)c1cccc(S(C)(=O)=O)c1)C(=O)NCCC(C)(C)C. Reaction SMILES: [CH3:19][S:20](=[O:21])(=[O:22])[c:23]1[cH:24][c:25]([C:26](=[O:27])[OH:28])[cH:29][cH:30][cH:31]1.[CH3:32][C:33]([CH2:34][CH2:35][NH:36][C:37]([CH:38]([CH2:39][CH:40]([CH:41]([CH2:42][c:43]1[cH:44][cH:45][cH:46][cH:47][cH:48]1)[NH2:49])[OH:50])[CH3:51])=[O:52])([CH3:53])[CH3:54].[Cl:11][CH2:12][Cl:13].[Cl:60][CH2:61][Cl:62].[O:14]=[CH:15][N:16]([CH3:17])[CH3:18].[O:55]=[CH:56][N:57]([CH3:58])[CH3:59].[OH:1][n:2]1[c:3]2[cH:4][cH:5][cH:6][cH:7][c:8]2[n:9][n:10]1>>[CH3:19][S:20](=[O:21])(=[O:22])[c:23]1[cH:24][c:25]([C:26](=[O:28])[NH:49][CH:41]([CH:40]([CH2:39][CH:38]([C:37]([NH:36][CH2:35][CH2:34][C:33]([CH3:32])([CH3:53])[CH3:54])=[O:52])[CH3:51])[OH:50])[CH2:42][c:43]2[cH:44][cH:45][cH:46][cH:47][cH:48]2)[cH:29][cH:30][cH:31]1.